This data is from the Open Reaction Database (ORD), a public repository of structured organic reaction records. The task is: describe an organic reaction: reactants, conditions, products, and yield Starting materials: C1=CC(=CC(=C1)Cl)C(=O)OO (m-CPBA), CC=1N=C(SC1C1=NC(=NC(=C1)C)SC)N (4-methyl-5-(6-methyl-2-methylsulfanyl-pyrimidin-4-yl)-thiazol-2-ylamine), C([O-])(O)=O.[Na+] (sodium bicarbonate). Solvent: ClCCl (dichloromethane). The product is CS(=O)C1=NC(=CC(=N1)C1=C(N=C(S1)N)C)C (5-(2-Methanesulfinyl-6-methyl-pyrimidin-4-yl)-4-methyl-thiazol-2-ylamine). As a reaction SMILES: C1C=C(Cl)C=C(C(OO)=[O:9])C=1.[CH3:12][C:13]1[N:14]=[C:15]([NH2:27])[S:16][C:17]=1[C:18]1[CH:23]=[C:22]([CH3:24])[N:21]=[C:20]([S:25][CH3:26])[N:19]=1.C(=O)(O)[O-].[Na+]>ClCCl>[CH3:26][S:25]([C:20]1[N:19]=[C:18]([C:17]2[S:16][C:15]([NH2:27])=[N:14][C:13]=2[CH3:12])[CH:23]=[C:22]([CH3:24])[N:21]=1)=[O:9] |f:2.3|. Procedure details: m-CPBA (57-86% purity, 6.0 g, 20-30 mmol) is added in portions to a rapidly stirring solution/suspension of 4-methyl-5-(6-methyl-2-methylsulfanyl-pyrimidin-4-yl)-thiazol-2-ylamine (6.0 g, 23.8 mmol) in dry dichloromethane (200 ml) at 0° C. After the addition (15 minutes) the reaction is allowed to warm slowly to room temperature. The mixture is cautiously added to saturated sodium bicarbonate solution (300 ml), shaken, and the organic extract is separated and dried (MgSO4). This first extract co... Reactants: solid, Cl.Cl.O1C=C(C=C2C1=CC=C2)C2N(CCCC2)CC[C@@H]2CC[C@H](CC2)N (trans-4-[2-(4-benzofuran-3-yl-piperidin-1-yl)-ethyl]-cyclohexylamine dihydrochloride), Cl.Cl.O1C=C(C=C2C1=CC=C2)C2N(CCCC2)CC[C@@H]2CC[C@H](CC2)N (trans-4-[2-(4-benzofuran-3-yl-piperidin-1-yl)-ethyl]-cyclohexylamine dihydrochloride), CS(=O)(=O)C1=CC=C(S1)C(=O)O (5-methanesulfonyl-thiophene-2-carboxylic acid). Procedure details: The title compound, yellow solid (101 mg, 78%), MS (ISP) m/z=515.3 [(M+H)+], mp 214° C., was prepared in accordance with the general method of example 1 from trans-4-[2-(4-benzofuran-3-yl-piperidin-1-yl)-ethyl]-cyclohexylamine dihydrochloride (intermediate A) (100 mg, 0.25 mmol) and 5-methanesulfonyl-thiophene-2-carboxylic acid. The product is O1C=C(C=C2C1=CC=C2)C2N(CCCC2)CC[C@@H]2CC[C@H](CC2)NC(=O)C=2SC(=CC2)S(=O)(=O)C (5-Methanesulfonyl-thiophene-2-carboxylic acid trans-{4-[2-(4-benzofuran-3-yl-piperidin-1-yl)-ethyl]-cyclohexyl}-amide). As a reaction SMILES: Cl.Cl.[O:3]1[C:8]2=[CH:9][CH:10]=[CH:11][C:7]2=[CH:6][C:5]([CH:12]2[CH2:17][CH2:16][CH2:15][CH2:14][N:13]2[CH2:18][CH2:19][C@H:20]2[CH2:25][CH2:24][C@H:23]([NH2:26])[CH2:22][CH2:21]2)=[CH:4]1.[CH3:27][S:28]([C:31]1[S:35][C:34]([C:36](O)=[O:37])=[CH:33][CH:32]=1)(=[O:30])=[O:29]>>[O:3]1[C:8]2=[CH:9][CH:10]=[CH:11][C:7]2=[CH:6][C:5]([CH:12]2[CH2:17][CH2:16][CH2:15][CH2:14][N:13]2[CH2:18][CH2:19][C@H:20]2[CH2:21][CH2:22][C@H:23]([NH:26][C:36]([C:34]3[S:35][C:31]([S:28]([CH3:27])(=[O:30])=[O:29])=[CH:32][CH:33]=3)=[O:37])[CH2:24][CH2:25]2)=[CH:4]1 |f:0.1.2|. Starting materials: C1(=CC=CC=C1)C=1OC2=C(C1)C=CC=C2 (2-phenylbenzofuran), stannic chloride, CC=1C=C(C(=O)Cl)C=C(C1OC)C (3,5-dimethyl-4-methoxybenzoyl chloride), C(Cl)Cl (methylene chloride). Solvent: O (Water). Run at time 2 hour. Product: CC=1C=C(C(=O)C2=C(OC3=C2C=CC=C3)C3=CC=CC=C3)C=C(C1OC)C (3-(3,5-dimethyl-4-methoxybenzoyl)-2-phenylbenzofuran). Reaction SMILES: [C:1]1([C:7]2[O:8][C:9]3[CH:15]=[CH:14][CH:13]=[CH:12][C:10]=3[CH:11]=2)[CH:6]=[CH:5][CH:4]=[CH:3][CH:2]=1.[CH3:16][C:17]1[CH:18]=[C:19]([CH:23]=[C:24]([CH3:28])[C:25]=1[O:26][CH3:27])[C:20](Cl)=[O:21].C(Cl)Cl>O>[CH3:16][C:17]1[CH:18]=[C:19]([CH:23]=[C:24]([CH3:28])[C:25]=1[O:26][CH3:27])[C:20]([C:11]1[C:10]2[CH:12]=[CH:13][CH:14]=[CH:15][C:9]=2[O:8][C:7]=1[C:1]1[CH:6]=[CH:5][CH:4]=[CH:3][CH:2]=1)=[O:21]. Procedure details: To a cooled (ice bath) mixture of 10.5 g. (0.054 mol.) of 2-phenylbenzofuran and 11.5 g. (0.058 mol.) of 3,5-dimethyl-4-methoxybenzoyl chloride in 100 ml. of methylene chloride is added dropwise 28.7 g. (0.11 mol.) of stannic chloride. The reaction mixture is allowed to warm to ambient temperature, then stirred for 2 hours. Water is slowly added to the mixture and it is stirred an additional 30 minutes. The layers are separated and the organic phase is washed with water until the washings are ne... Starting materials: N (ammonia), ClC(=O)N1C2=C(NC(C3=C1C=CC=C3)=O)C=CC=N2 (11-(chlorocarbonyl)-5,11-dihydro-6H-pyrido[2,3-b][1,4]benzodiazepin-6-one), C(C)N(CCCCC1N(CCCC1)CCN)CC (2-[2-[4-(diethylamino)butyl]-piperidin-1-yl]ethanamine), C(C)#N (acetonitrile). The solvent is ClCCl.C1CCCCC1.CO (dichloromethane cyclohexane methanol). Product: C(C)N(CCCCC1N(CCCC1)CCNC(=O)N1C2=C(NC(C3=C1C=CC=C3)=O)C=CC=N2)CC (11-[[[2-[2-[4-(Diethylamino)butyl]-piperidin-1-yl]ethyl]amino]carbonyl]-5,11-dihydro-6H-pyrido[2,3-b][1,4]benzodiazepin-6-one). Isolated yield 55.0%. RXN SMILES: Cl[C:2]([N:4]1[C:10]2[CH:11]=[CH:12][CH:13]=[CH:14][C:9]=2[C:8](=[O:15])[NH:7][C:6]2[CH:16]=[CH:17][CH:18]=[N:19][C:5]1=2)=[O:3].[CH2:20]([N:22]([CH2:36][CH3:37])[CH2:23][CH2:24][CH2:25][CH2:26][CH:27]1[CH2:32][CH2:31][CH2:30][CH2:29][N:28]1[CH2:33][CH2:34][NH2:35])[CH3:21].C(#N)C.N>ClCCl.C1CCCCC1.CO>[CH2:36]([N:22]([CH2:20][CH3:21])[CH2:23][CH2:24][CH2:25][CH2:26][CH:27]1[CH2:32][CH2:31][CH2:30][CH2:29][N:28]1[CH2:33][CH2:34][NH:35][C:2]([N:4]1[C:10]2[CH:11]=[CH:12][CH:13]=[CH:14][C:9]=2[C:8](=[O:15])[NH:7][C:6]2[CH:16]=[CH:17][CH:18]=[N:19][C:5]1=2)=[O:3])[CH3:37] |f:4.5.6|. Procedure details: Prepared analogously to Example 2 from 11-(chlorocarbonyl)-5,11-dihydro-6H-pyrido[2,3-b][1,4]benzodiazepin-6-one and 2-[2-[4-(diethylamino)butyl]-piperidin-1-yl]ethanamine in a yield of 55% of theory. Colourless crystals, m.p. 155°-157° C. (acetonitrile). RF 0.57 (Macherey-Nagel, PolygramRSIL G/UV254, pre-coated plastic sheets for TLC, eluant: dichloromethane/cyclohexane/methanol/conc. ammonia 102/23/23/3 v/v). Starting materials: CCNC(=O)C1OC(OC)C2OC(C)(C)OC12, CO. The product is CCNC(=O)C1OC(OC)C(O)C1O. RXN SMILES: [CH2:1]([CH3:2])[NH:3][C:4](=[O:5])[CH:6]1[O:7][CH:8]([O:16][CH3:17])[CH:9]2[O:10][C:11]([CH3:14])([CH3:15])[O:12][CH:13]12.[CH3:18][OH:19]>>[CH2:1]([CH3:2])[NH:3][C:4](=[O:5])[CH:6]1[O:7][CH:8]([O:16][CH3:17])[CH:9]([OH:10])[CH:13]1[OH:12].